This data is from the Open Reaction Database (ORD), a public repository of structured organic reaction records. The task is: describe an organic reaction: reactants, conditions, products, and yield Starting materials: Cu2Cr2O7, OCC1COC=2C(O1)=C(SC2C(=O)O)C(=O)O (2-Hydroxymethyl-2,3-dihydro-thieno[3,4-b][1,4]dioxine-5,7-dicarboxylic acid), C(C)(=O)OCC (ethyl acetate). Reagents/catalysts: N1=CC=CC2=CC=CC=C12 (quinoline). Solvent: CN(C(C)=O)C (N,N-dimethylacetamide). Reaction conditions: temperature 150 celsius, time 2 hour. The product is O1C=2C(OCC1CO)=CSC2 ((2,3-dihydro-thieno[3,4-b][1,4]dioxin-2-yl)-methanol). As a reaction SMILES: [OH:1][CH2:2][CH:3]1[O:8][C:7]2=[C:9](C(O)=O)[S:10][C:11](C(O)=O)=[C:6]2[O:5][CH2:4]1.C(OCC)(=O)C>CN(C)C(=O)C.N1C2C(=CC=CC=2)C=CC=1>[O:8]1[CH:3]([CH2:2][OH:1])[CH2:4][O:5][C:6]2=[CH:11][S:10][CH:9]=[C:7]12. Reported procedure: 2-Hydroxymethyl-2,3-dihydro-thieno[3,4-b][1,4]dioxine-5,7-dicarboxylic acid (48 g, 0.184 mol) was dissolved in N,N-dimethylacetamide (500 mL), and Cu2Cr2O7 (8.6 g) and quinoline (15 drops) were added. This mixture was subsequently stirred for 2 hours at 150° C., after which it was cooled to 25° C. It was then poured into ethyl acetate, the catalyst removed by filtration and the filtrate washed with acidic water and a saturated aqueous solution of sodium chloride. The solvent was then removed aft... Reactants: [Cu], O=C(O)c1cc(F)ccc1I, [K+], [OH-], O, Sc1ccccc1. The product is O=C(O)c1cc(F)ccc1Sc1ccccc1. Reaction SMILES: [Cu:22].[F:10][c:11]1[cH:12][cH:13][c:14]([I:20])[c:15]([C:16](=[O:17])[OH:18])[cH:19]1.[K+:2].[OH-:1].[OH2:21].[SH:3][c:4]1[cH:5][cH:6][cH:7][cH:8][cH:9]1>>[S:3]([c:4]1[cH:5][cH:6][cH:7][cH:8][cH:9]1)[c:14]1[cH:13][cH:12][c:11]([F:10])[cH:19][c:15]1[C:16](=[O:17])[OH:18]. The reactants are O=C([O-])[O-], C1CCOC1, CO, CCOC(C)=O, O=C(Nc1cn2nc(Cl)ccc2n1)C(F)(F)F, [K+], [K+], O. The product is Nc1cn2nc(Cl)ccc2n1. Reaction SMILES: [C:25](=[O:26])([O-:27])[O-:28].[CH2:18]1[O:19][CH2:20][CH2:21][CH2:22]1.[CH3:23][OH:24].[CH3:31][CH2:32][O:33][C:34](=[O:35])[CH3:36].[Cl:1][c:2]1[cH:3][cH:4][c:5]2[n:6]([n:7]1)[cH:8][c:9]([NH:11][C:12](=[O:13])[C:14]([F:15])([F:16])[F:17])[n:10]2.[K+:29].[K+:30].[OH2:37]>>[Cl:1][c:2]1[cH:3][cH:4][c:5]2[n:6]([n:7]1)[cH:8][c:9]([NH2:11])[n:10]2. Starting materials: C(C)(C)(C)C1=CC(=C(C=N1)C=1N([C@]([C@](N1)(C)C1=CC=C(C=C1)Cl)(C)C1=CC=C(C=C1)Cl)C(=O)Cl)OCC ((4S,5R)-2-(6-tert-butyl-4-ethoxy-pyridin-3-yl)-4,5-bis-(4-chloro-phenyl)-4,5-dimethyl-4,5-dihydro-imidazole-1-carbonyl chloride), Cl.Cl.N1(CCNCC1)CCCS(=O)(=O)N (3-piperazin-1-yl-propane-1-sulfonic acid amide dihydrochloride). Yields the product C(C)(C)(C)C1=CC(=C(C=N1)C=1N([C@]([C@](N1)(C)C1=CC=C(C=C1)Cl)(C)C1=CC=C(C=C1)Cl)C(=O)N1CCN(CC1)CCCS(=O)(=O)N)OCC (3-{4-[(4S,5R)-2-(6-tert-Butyl-4-ethoxy-pyridin-3-yl)-4,5-bis-(4-chloro-phenyl)-4,5-dimethyl-4,5-dihydro-imidazole-1-carbonyl]-piperazin-1-yl}-propane-1-sulfonic acid amide). As a reaction SMILES: [C:1]([C:5]1[N:10]=[CH:9][C:8]([C:11]2[N:12]([C:32](Cl)=[O:33])[C@@:13]([C:25]3[CH:30]=[CH:29][C:28]([Cl:31])=[CH:27][CH:26]=3)([CH3:24])[C@@:14]([C:17]3[CH:22]=[CH:21][C:20]([Cl:23])=[CH:19][CH:18]=3)([CH3:16])[N:15]=2)=[C:7]([O:35][CH2:36][CH3:37])[CH:6]=1)([CH3:4])([CH3:3])[CH3:2].Cl.Cl.[N:40]1([CH2:46][CH2:47][CH2:48][S:49]([NH2:52])(=[O:51])=[O:50])[CH2:45][CH2:44][NH:43][CH2:42][CH2:41]1>>[C:1]([C:5]1[N:10]=[CH:9][C:8]([C:11]2[N:12]([C:32]([N:43]3[CH2:44][CH2:45][N:40]([CH2:46][CH2:47][CH2:48][S:49]([NH2:52])(=[O:50])=[O:51])[CH2:41][CH2:42]3)=[O:33])[C@@:13]([C:25]3[CH:26]=[CH:27][C:28]([Cl:31])=[CH:29][CH:30]=3)([CH3:24])[C@@:14]([C:17]3[CH:18]=[CH:19][C:20]([Cl:23])=[CH:21][CH:22]=3)([CH3:16])[N:15]=2)=[C:7]([O:35][CH2:36][CH3:37])[CH:6]=1)([CH3:2])([CH3:3])[CH3:4] |f:1.2.3|. Procedure: In a manner analogous to the method described in examples 8, (4S,5R)-2-(6-tert-butyl-4-ethoxy-pyridin-3-yl)-4,5-bis-(4-chloro-phenyl)-4,5-dimethyl-4,5-dihydro-imidazole-1-carbonyl chloride (example 51) was coupled with 3-piperazin-1-yl-propane-1-sulfonic acid amide dihydrochloride to give the title compound. HR-MS (ES, m/z) calculated for C36H47N6O4SCl2 [(M+H)+] 729.2751, observed 729.2754. The reactants are O=C1NC2(CCC1)CCN(CC2)C(=O)OC(C)(C)C (tert-butyl 2-oxo-1,9-diazaspiro[5.5]undecane-9-carboxylate), C(=O)(C(F)(F)F)O (TFA). Solvent: ClCCl (dichloromethane). Reaction conditions: time 40 minute. Yields the product N1C(CCCC12CCNCC2)=O (1,9-diazaspiro[5.5]undecan-2-one). Reaction SMILES: [O:1]=[C:2]1[CH2:7][CH2:6][CH2:5][C:4]2([CH2:12][CH2:11][N:10](C(OC(C)(C)C)=O)[CH2:9][CH2:8]2)[NH:3]1.C(O)(C(F)(F)F)=O>ClCCl>[NH:3]1[C:4]2([CH2:12][CH2:11][NH:10][CH2:9][CH2:8]2)[CH2:5][CH2:6][CH2:7][C:2]1=[O:1]. Reported procedure: To a solution of tert-butyl 2-oxo-1,9-diazaspiro[5.5]undecane-9-carboxylate [1031927-12-4] (920 mg, 3.26 mmol) in dichloromethane (10 mL) was added TFA (2.53 mL, 32.6 mmol). The solution was stirred for 40 min at rt. After completion of the reaction the mixture was evaporated under reduced pressure and dried under high vacuum (1.90 g, 100%). [1H NMR (400 MHz, DMSO-d6) ♀ ppm 8.59-8.35 (m, 2H), 7.83 (s, 1H), 3.27-3.14 (m, 2H), 3.12-2.98 (m, 2H), 2.17-2.04 (m, 2H), 1.80-1.57 (m, 8H); LCMS RtA=0.20 ... The reactants are O=C(O)c1ccc(F)c(F)c1F, O, O=[N+]([O-])O, O=S(=O)(O)O. The product is O=C(O)c1cc([N+](=O)[O-])c(F)c(F)c1F. Reaction SMILES: [F:5][c:6]1[c:7]([C:8](=[O:9])[OH:10])[cH:11][cH:12][c:13]([F:16])[c:14]1[F:15].[OH2:17].[OH:1][N+:2]([O-:3])=[O:4].[S:18](=[O:19])(=[O:20])([OH:21])[OH:22]>>[O-:1][N+:2](=[O:4])[c:12]1[cH:11][c:7]([C:8](=[O:9])[OH:10])[c:6]([F:5])[c:14]([F:15])[c:13]1[F:16].